This data is from the Open Reaction Database (ORD), a public repository of structured organic reaction records. The task is: describe an organic reaction: reactants, conditions, products, and yield Reactants: [OH-].[Na+] (Sodium hydroxide), CC(C)N1N=CC=2C(=CC(=CC12)S(=O)(=O)N1CCOCC1)C(=O)OC (methyl 1-(1-methylethyl)-6-(4-morpholinylsulfonyl)-1H-indazole-4-carboxylate). Solvent: C(C)O (ethanol). The product is CC(C)N1N=CC=2C(=CC(=CC12)S(=O)(=O)N1CCOCC1)C(=O)O (1-(1-methylethyl)-6-(4-morpholinylsulfonyl)-1H-indazole-4-carboxylic acid). RXN SMILES: [OH-].[Na+].[CH3:3][CH:4]([N:6]1[C:14]2[CH:13]=[C:12]([S:15]([N:18]3[CH2:23][CH2:22][O:21][CH2:20][CH2:19]3)(=[O:17])=[O:16])[CH:11]=[C:10]([C:24]([O:26]C)=[O:25])[C:9]=2[CH:8]=[N:7]1)[CH3:5]>C(O)C>[CH3:5][CH:4]([N:6]1[C:14]2[CH:13]=[C:12]([S:15]([N:18]3[CH2:19][CH2:20][O:21][CH2:22][CH2:23]3)(=[O:16])=[O:17])[CH:11]=[C:10]([C:24]([OH:26])=[O:25])[C:9]=2[CH:8]=[N:7]1)[CH3:3] |f:0.1|. Reported procedure: Sodium hydroxide (0.980 mL, 0.980 mmol) was added to a solution of methyl 1-(1-methylethyl)-6-(4-morpholinylsulfonyl)-1H-indazole-4-carboxylate (90 mg, 0.245 mmol) in ethanol (30 mL) and heated at reflux for 1 hour. The solvent was removed in vacuo and the residue suspended in water (20 mL). The contents were acidified by addition of acetic acid, and extracted with DCM (4×30 mL). The combined organic layers were washed with water, brine, dried over MgSO4, filtered, and concentrated in vacuo. The... Reactants: CC(C)(C)[Si](C)(C)Oc1ccc2c(c1)OC(CC(=O)O)C1=C2COc2cc(O[Si](C)(C)C(C)(C)C)ccc21, CN(C)CCO, CN(C)c1ccncc1, ClCCl. The product is CN(C)CCOC(=O)CC1Oc2cc(O[Si](C)(C)C(C)(C)C)ccc2C2=C1c1ccc(O[Si](C)(C)C(C)(C)C)cc1OC2. As a reaction SMILES: [C:1]([CH3:2])([CH3:3])([CH3:4])[Si:5]([O:6][c:7]1[cH:8][cH:9][c:10]2[c:15]([cH:16]1)[O:14][CH2:13][C:12]1=[C:11]2[CH:24]([CH2:25][C:26](=[O:27])[OH:28])[O:23][c:22]2[c:17]1[cH:18][cH:19][c:20]([O:29][Si:30]([CH3:31])([CH3:32])[C:33]([CH3:34])([CH3:35])[CH3:36])[cH:21]2)([CH3:37])[CH3:38].[CH3:39][N:40]([CH2:41][CH2:42][OH:43])[CH3:44].[CH3:45][N:46]([c:47]1[cH:48][cH:49][n:50][cH:51][cH:52]1)[CH3:53].[Cl:54][CH2:55][Cl:56]>>[C:1]([CH3:2])([CH3:3])([CH3:4])[Si:5]([O:6][c:7]1[cH:8][cH:9][c:10]2[c:15]([cH:16]1)[O:14][CH2:13][C:12]1=[C:11]2[CH:24]([CH2:25][C:26]([O:27][CH2:42][CH2:41][N:40]([CH3:39])[CH3:44])=[O:28])[O:23][c:22]2[c:17]1[cH:18][cH:19][c:20]([O:29][Si:30]([CH3:31])([CH3:32])[C:33]([CH3:34])([CH3:35])[CH3:36])[cH:21]2)([CH3:37])[CH3:38]. Starting materials: C(C)OC(=O)C1=NC(=NS1)C1=CN(C2=C(C=CC=C12)OC)CC1CCCCC1 (3-(1-cyclohexylmethyl-7-methoxy-1H-indol-3-yl)-[1,2,4]thiadiazole-5-carboxylic acid ethyl ester), C[Mg]Br (methyl magnesium bromide), C(C)OCC (diethyl ether), C[Mg]Br (methyl magnesium bromide). Conditions: time 15 minute. The product is C1(CCCCC1)CN1C=C(C2=CC=CC(=C12)OC)C1=NSC(=N1)C(C)=O (1-[3-(1-cyclohexylmethyl-7-methoxy-1H-indol-3-yl)-[1,2,4]thiadiazol-5-yl]-ethanone). As a reaction SMILES: C(OC([C:6]1[S:10][N:9]=[C:8]([C:11]2[C:19]3[C:14](=[C:15]([O:20][CH3:21])[CH:16]=[CH:17][CH:18]=3)[N:13]([CH2:22][CH:23]3[CH2:28][CH2:27][CH2:26][CH2:25][CH2:24]3)[CH:12]=2)[N:7]=1)=O)C.C[Mg]Br.[CH2:32]([O:34]CC)[CH3:33]>>[CH:23]1([CH2:22][N:13]2[C:14]3[C:19](=[CH:18][CH:17]=[CH:16][C:15]=3[O:20][CH3:21])[C:11]([C:8]3[N:7]=[C:6]([C:32](=[O:34])[CH3:33])[S:10][N:9]=3)=[CH:12]2)[CH2:24][CH2:25][CH2:26][CH2:27][CH2:28]1. Reported procedure: To a cooled solution (dry-ice acetone bath) of 3-(1-cyclohexylmethyl-7-methoxy-1H-indol-3-yl)-[1,2,4]thiadiazole-5-carboxylic acid ethyl ester (500 mg, 1.3 mmol) in diethyl ether (50 ml) was added methyl magnesium bromide solution (0.52 ml, 3M in diethyl ether, 1.56 mmol) and the reaction stirred for 15 minutes, a further portion of methyl magnesium bromide solution (0.25 ml, 3M in diethyl ether, 0.75 mmol) was then added and the reaction mixture stirred for 5 minutes. The reaction was then quen... As a reaction SMILES: [CH3:20][O:21][c:22]1[cH:23][c:24]2[c:25]([cH:31][cH:32]1)[C:26](=[O:27])[O:28][C:29]2=[O:30].[Cl:33][CH2:34][Cl:35].[F:1][c:2]1[cH:3][c:4]2[c:5]([c:6]([CH:9]3[CH2:10][CH2:11][N:12]([CH2:15][CH2:16][NH2:17])[CH2:13][CH2:14]3)[n:7][o:8]2)[cH:18][cH:19]1>>[F:1][c:2]1[cH:3][c:4]2[c:5]([c:6]([CH:9]3[CH2:10][CH2:11][N:12]([CH2:15][CH2:16][N:17]4[C:26](=[O:27])[c:25]5[c:24]([cH:23][c:22]([O:21][CH3:20])[cH:32][cH:31]5)[C:29]4=[O:28])[CH2:13][CH2:14]3)[n:7][o:8]2)[cH:18][cH:19]1. Product: COc1ccc2c(c1)C(=O)N(CCN1CCC(c3noc4cc(F)ccc34)CC1)C2=O. Reactants: COc1ccc2c(c1)C(=O)OC2=O, ClCCl, NCCN1CCC(c2noc3cc(F)ccc23)CC1. The reactants are CN(C)C=O, COc1ccc(C(Cl)=CC(=O)N2CCOCC2)cc1OC, OCc1ccc(Cl)cc1, [H-], [Na+], C1CCOC1. Yields the product COc1ccc(C(=CC(=O)N2CCOCC2)OCc2ccc(Cl)cc2)cc1OC. As a reaction SMILES: [CH3:38][N:39]([CH3:40])[CH:41]=[O:42].[Cl:12][C:13](=[CH:14][C:15](=[O:16])[N:17]1[CH2:18][CH2:19][O:20][CH2:21][CH2:22]1)[c:23]1[cH:24][c:25]([O:31][CH3:32])[c:26]([O:29][CH3:30])[cH:27][cH:28]1.[Cl:3][c:4]1[cH:5][cH:6][c:7]([CH2:8][OH:9])[cH:10][cH:11]1.[H-:1].[Na+:2].[O:33]1[CH2:34][CH2:35][CH2:36][CH2:37]1>>[Cl:3][c:4]1[cH:5][cH:6][c:7]([CH2:8][O:9][C:13](=[CH:14][C:15](=[O:16])[N:17]2[CH2:18][CH2:19][O:20][CH2:21][CH2:22]2)[c:23]2[cH:24][c:25]([O:31][CH3:32])[c:26]([O:29][CH3:30])[cH:27][cH:28]2)[cH:10][cH:11]1. Starting materials: CC(C)(C)OC(=O)N1CCNC(=O)C1, CC(C)(C)[O-], Cc1ccc(S(=O)(=O)OCCF)cc1, [K+], CN(C)C=O. The product is CC(C)(C)OC(=O)N1CCN(CCF)C(=O)C1. RXN SMILES: [C:1]([CH3:2])([CH3:3])([CH3:4])[O:5][C:6](=[O:7])[N:8]1[CH2:9][C:10](=[O:14])[NH:11][CH2:12][CH2:13]1.[CH3:15][C:16]([CH3:17])([O-:18])[CH3:19].[CH3:21][c:22]1[cH:23][cH:24][c:25]([S:26]([O:27][CH2:32][CH2:33][F:34])(=[O:28])=[O:29])[cH:30][cH:31]1.[K+:20].[O:35]=[CH:36][N:37]([CH3:38])[CH3:39]>>[C:1]([CH3:2])([CH3:3])([CH3:4])[O:5][C:6](=[O:7])[N:8]1[CH2:9][C:10](=[O:14])[N:11]([CH2:32][CH2:33][F:34])[CH2:12][CH2:13]1. Yield: 68.0%. Procedure details: The title compound was prepared from commercially available 4,5-dichloro-1,2-phenylendiamine (133 mg, 0.75 mmol) and 3-[3-(2,5-dimethyl-pyridin-4-yl)-phenyl]-3-oxo-propionic acid tert-butyl ester (Example K17) (244 mg, 0.75 mmol) in xylene (15 ml) under reflux conditions for 2 h according to the general procedure M. Obtained as a light red solid (210 mg, 68%). Solvent: C=1(C(=CC=CC1)C)C (xylene). As a reaction SMILES: [Cl:1][C:2]1[C:7]([Cl:8])=[CH:6][C:5]([NH2:9])=[C:4]([NH2:10])[CH:3]=1.C([O:15][C:16](=O)[CH2:17][C:18]([C:20]1[CH:25]=[CH:24][CH:23]=[C:22]([C:26]2[C:31]([CH3:32])=[CH:30][N:29]=[C:28]([CH3:33])[CH:27]=2)[CH:21]=1)=O)(C)(C)C>C1(C)C(C)=CC=CC=1>[Cl:1][C:2]1[C:7]([Cl:8])=[CH:6][C:5]2[NH:9][C:16](=[O:15])[CH2:17][C:18]([C:20]3[CH:25]=[CH:24][CH:23]=[C:22]([C:26]4[C:31]([CH3:32])=[CH:30][N:29]=[C:28]([CH3:33])[CH:27]=4)[CH:21]=3)=[N:10][C:4]=2[CH:3]=1. Yields the product ClC1=CC2=C(NC(CC(=N2)C2=CC(=CC=C2)C2=CC(=NC=C2C)C)=O)C=C1Cl (7,8-Dichloro-4-[3-(2,5-dimethyl-pyridin-4-yl)-phenyl]-1,3-dihydro-benzo[b][1,4]diazepin-2-one), solid. Starting materials: ClC1=CC(=C(C=C1Cl)N)N (4,5-dichloro-1,2-phenylendiamine), C(C)(C)(C)OC(CC(=O)C1=CC(=CC=C1)C1=CC(=NC=C1C)C)=O (3-[3-(2,5-dimethyl-pyridin-4-yl)-phenyl]-3-oxo-propionic acid tert-butyl ester).